Dataset: the Open Reaction Database (ORD), a public repository of structured organic reaction records. Task: describe an organic reaction: reactants, conditions, products, and yield The reactants are O=CCBr, CCc1cccc(CC)c1N, [Na+], [Na+], O=C([O-])[O-]. Yields the product CCc1cccc(CC)c1NCC=O. Reaction SMILES: [Br:12][CH2:13][CH:14]=[O:15].[CH2:1]([CH3:2])[c:3]1[c:4]([NH2:5])[c:6]([CH2:10][CH3:11])[cH:7][cH:8][cH:9]1.[Na+:16].[Na+:17].[O-:18][C:19](=[O:20])[O-:21]>>[CH2:1]([CH3:2])[c:3]1[c:4]([NH:5][CH2:13][CH:14]=[O:15])[c:6]([CH2:10][CH3:11])[cH:7][cH:8][cH:9]1.